This data is from the Open Reaction Database (ORD), a public repository of structured organic reaction records. The task is: describe an organic reaction: reactants, conditions, products, and yield Starting materials: C(C1=CC=CC=C1)OCCC1(COC(OC1)(C)C)CO[Si](C1=CC=CC=C1)(C1=CC=CC=C1)C(C)(C)C (5-benzyloxyethyl-2,2-dimethyl-5-(t-butyldiphenylsiloxymethyl)-1,3-dioxane). The yield is 26.3%. Reagents/catalysts: [C].[Pd] (palladium carbon). Run in C(C)(=O)OCC (ethyl acetate). Yields the product O([Si](C1=CC=CC=C1)(C1=CC=CC=C1)C(C)(C)C)CC1(COC(OC1)(C)C)CCO (5-(t-butyldiphenylsiloxymethyl)-2,2-dimethyl-5-hydroxyethyl-1,3-dioxane). Reaction SMILES: C([O:8][CH2:9][CH2:10][C:11]1([CH2:19][O:20][Si:21]([C:34]([CH3:37])([CH3:36])[CH3:35])([C:28]2[CH:33]=[CH:32][CH:31]=[CH:30][CH:29]=2)[C:22]2[CH:27]=[CH:26][CH:25]=[CH:24][CH:23]=2)[CH2:16][O:15][C:14]([CH3:18])([CH3:17])[O:13][CH2:12]1)C1C=CC=CC=1>C(OCC)(=O)C.[C].[Pd]>[O:20]([CH2:19][C:11]1([CH2:10][CH2:9][OH:8])[CH2:12][O:13][C:14]([CH3:18])([CH3:17])[O:15][CH2:16]1)[Si:21]([C:34]([CH3:37])([CH3:36])[CH3:35])([C:22]1[CH:27]=[CH:26][CH:25]=[CH:24][CH:23]=1)[C:28]1[CH:33]=[CH:32][CH:31]=[CH:30][CH:29]=1 |f:2.3|. Procedure details: 570 mg (1.56 mmol equivalents) of 5-benzyloxyethyl-2,2-dimethyl-5-(t-butyldiphenylsiloxymethyl)-1,3-dioxane was dissolved in 30 mL of ethyl acetate, 100 mg of palladium carbon was added thereto under argon atmosphere, and the mixture was stirred under hydrogen atmosphere at room temperature (25° C.) for 22 hours. After completion of the reaction, a precipitate was filtered, and the filtrate was concentrated under vacuum. The obtained crude product was purified by silica gel column chromatography... Reaction conditions: temperature 25 celsius, time 22 hour. The reactants are C(C1=CC=CC=C1)[C@H]1CN(CCN1)C1=C2C=CC(=NC2=C(C=C1)OC)C(F)(F)F (5-((S)-3-benzyl-piperazin-1-yl)-8-methoxy-2-trifluoromethyl-quinoline), CC1=NC(=NN1)CC(=O)O ((5-methyl-1H-[1,2,4]triazol-3-yl)-acetic acid). The product is C(C1=CC=CC=C1)[C@@H]1N(CCN(C1)C1=C2C=CC(=NC2=C(C=C1)OC)C(F)(F)F)C(CC1=NC(=NN1)C)=O ((S)-1-(2-benzyl-4-(8-methoxy-2-(trifluoromethyl)quinolin-5-yl)piperazin-1-yl)-2-(3-methyl-1H-1,2,4-triazol-5-yl)ethanone). Isolated yield 12.0%. Reaction SMILES: [CH2:1]([C@@H:8]1[NH:13][CH2:12][CH2:11][N:10]([C:14]2[CH:23]=[CH:22][C:21]([O:24][CH3:25])=[C:20]3[C:15]=2[CH:16]=[CH:17][C:18]([C:26]([F:29])([F:28])[F:27])=[N:19]3)[CH2:9]1)[C:2]1[CH:7]=[CH:6][CH:5]=[CH:4][CH:3]=1.[CH3:30][C:31]1[NH:35][N:34]=[C:33]([CH2:36][C:37](O)=[O:38])[N:32]=1>>[CH2:1]([C@H:8]1[CH2:9][N:10]([C:14]2[CH:23]=[CH:22][C:21]([O:24][CH3:25])=[C:20]3[C:15]=2[CH:16]=[CH:17][C:18]([C:26]([F:29])([F:27])[F:28])=[N:19]3)[CH2:11][CH2:12][N:13]1[C:37](=[O:38])[CH2:36][C:33]1[NH:34][N:35]=[C:31]([CH3:30])[N:32]=1)[C:2]1[CH:7]=[CH:6][CH:5]=[CH:4][CH:3]=1. Reported procedure: Prepared using the same procedure described in Example 189 from 5-((S)-3-benzyl-piperazin-1-yl)-8-methoxy-2-trifluoromethyl-quinoline and (5-methyl-1H-[1,2,4]triazol-3-yl)-acetic acid to afford the title compound as colorless solid (17 mg, 12%). LC/MS (Method B) 3.22 min, [M+1]+ 525. The reactants are CCOC(C)=O, ClCCl, C1COCCN1, ClCCl, CCc1cccc(C)c1CNc1cc(C(=O)O)cn2c(C)c(C)nc12. Yields the product CCc1cccc(C)c1CNc1cc(C(=O)N2CCOCC2)cn2c(C)c(C)nc12. RXN SMILES: [C:38]([O:39][CH2:40][CH3:41])(=[O:42])[CH3:43].[CH2:26]([Cl:27])[Cl:28].[CH2:29]1[CH2:30][O:31][CH2:32][CH2:33][NH:34]1.[CH2:35]([Cl:36])[Cl:37].[CH3:1][c:2]1[n:3][c:4]2[n:5]([cH:6][c:7]([C:21](=[O:22])[OH:23])[cH:8][c:9]2[NH:10][CH2:11][c:12]2[c:13]([CH2:19][CH3:20])[cH:14][cH:15][cH:16][c:17]2[CH3:18])[c:24]1[CH3:25]>>[CH3:1][c:2]1[n:3][c:4]2[n:5]([cH:6][c:7]([C:21](=[O:23])[N:34]3[CH2:29][CH2:30][O:31][CH2:32][CH2:33]3)[cH:8][c:9]2[NH:10][CH2:11][c:12]2[c:13]([CH2:19][CH3:20])[cH:14][cH:15][cH:16][c:17]2[CH3:18])[c:24]1[CH3:25]. The reactants are [Ag+], O=Cc1ccc(NCc2ccc(F)cc2)cn1, O=[N+]([O-])[O-], [Na+], [OH-], O. Product: O=C(O)c1ccc(NCc2ccc(F)cc2)cn1. As a reaction SMILES: [Ag+:25].[F:1][c:2]1[cH:3][cH:4][c:5]([CH2:6][NH:7][c:8]2[cH:9][cH:10][c:11]([CH:14]=[O:15])[n:12][cH:13]2)[cH:16][cH:17]1.[N+:21]([O-:22])([O-:23])=[O:24].[Na+:19].[OH-:18].[OH2:20]>>[F:1][c:2]1[cH:3][cH:4][c:5]([CH2:6][NH:7][c:8]2[cH:9][cH:10][c:11]([C:14](=[O:15])[OH:18])[n:12][cH:13]2)[cH:16][cH:17]1. Starting materials: CN=C=O, Cc1ccccc1, NC(=O)C(CC1CCCC1)c1ccc(Oc2ccccc2)cc1. Product: CNC(=O)NC(=O)C(CC1CCCC1)c1ccc(Oc2ccccc2)cc1. As a reaction SMILES: [CH3:24][N:25]=[C:26]=[O:27].[CH3:28][c:29]1[cH:30][cH:31][cH:32][cH:33][cH:34]1.[CH:1]1([CH2:6][CH:7]([C:8](=[O:9])[NH2:10])[c:11]2[cH:12][cH:13][c:14]([O:17][c:18]3[cH:19][cH:20][cH:21][cH:22][cH:23]3)[cH:15][cH:16]2)[CH2:2][CH2:3][CH2:4][CH2:5]1>>[CH:1]1([CH2:6][CH:7]([C:8](=[O:9])[NH:10][C:26]([NH:25][CH3:24])=[O:27])[c:11]2[cH:12][cH:13][c:14]([O:17][c:18]3[cH:19][cH:20][cH:21][cH:22][cH:23]3)[cH:15][cH:16]2)[CH2:2][CH2:3][CH2:4][CH2:5]1. The solvent is C(Cl)Cl (methylene chloride). The product is C(C)(=O)OC=1C=CC=2C[C@@H]3[C@@]4(CCOC[C@@]4(C2C1)CCN3CC3CC3)O (3-Acetoxy-17 -cyclopropylmethyl-14β-hydroxy-6-oxamorphinan). RXN SMILES: [CH:1]1([CH2:4][N:5]2[CH2:22][CH2:21][C@@:12]34[C:13]5[CH:14]=[C:15]([OH:20])[CH:16]=[CH:17][C:18]=5[CH2:19][C@@H:6]2[C@:7]3([OH:23])[CH2:8][CH2:9][O:10][CH2:11]4)[CH2:3][CH2:2]1.[C:24](Cl)(=[O:26])[CH3:25].N1C=CC=CC=1>C(Cl)Cl>[C:24]([O:20][C:15]1[CH:16]=[CH:17][C:18]2[CH2:19][C@H:6]3[N:5]([CH2:4][CH:1]4[CH2:2][CH2:3]4)[CH2:22][CH2:21][C@@:12]4([C:13]=2[CH:14]=1)[C@@:7]3([OH:23])[CH2:8][CH2:9][O:10][CH2:11]4)(=[O:26])[CH3:25]. Reported procedure: Equimolar quantities of 17-cyclopropylmethyl-3,14β-dihydroxy-6-oxamorphinan (XVI), acetyl chloride and pyridine are mixed together in dry methylene chloride and the resultant mixture is heated at reflux for several hours to produce the title compound. The reactants are resultant mixture, C1(CC1)CN1[C@H]2[C@@]3(CCOC[C@@]3(C=3C=C(C=CC3C2)O)CC1)O (17-cyclopropylmethyl-3,14β-dihydroxy-6-oxamorphinan), C(C)(=O)Cl (acetyl chloride), N1=CC=CC=C1 (pyridine). Reactants: ClC1=NC=C(C(=O)NCC2=CN(C3=CC(=CC=C3C2=O)Cl)C2=CC=CC=C2)C=C1 (6-chloro-N-((7-chloro-4-oxo-1-phenyl-1,4-dihydroquinolin-3-yl)methyl)nicotinamide), O[C@@H]1CNCC1 ((S)-3-hydroxypyrrolidine). Yields the product C(C1=CN=CC=C1)(=O)N (nicotinamide). Reaction SMILES: Cl[C:2]1[CH:29]=[CH:28][C:5]([C:6]([NH:8]CC2C(=O)C3C(=CC(Cl)=CC=3)N(C3C=CC=CC=3)C=2)=[O:7])=[CH:4][N:3]=1.O[C@H]1CCNC1>>[C:6]([NH2:8])(=[O:7])[C:5]1[CH:28]=[CH:29][CH:2]=[N:3][CH:4]=1. Procedure: N-(7-Chloro-4-oxo-1-phenyl-1,4-dihydro-quinolin-3-ylmethyl)-6-(S)-3-hydroxypyrrolidin-1-yl)-nicotinamide was prepared starting from intermediate E and (S)-3-hydroxypyrrolidine. MS calcd. for C26H23ClN4O3 [(M+H)+] 475.2, obsd. 475.0. The reactants are C(C=C)C1(C2=C(CCC3=C1C=CC=C3)C=CC=C2)C2=CCN(CC2)C (4-[10,11-dihydro-5-(2-propenyl)-5H-dibenzo[a,d]cyclohepten-5-yl]-1-methyl-1,2,5,6-tetrahydropyridine), [H][H] (hydrogen). The reagents and catalysts are [Pd] (palladium on carbon). Run in C(C)O (ethanol). The product is dichloromethane-ether, C(CC)C1(C2=C(CCC3=C1C=CC=C3)C=CC=C2)C2CCN(CC2)C (4-[10,11-dihydro-5-propyl-5H-dibenzo[a,d]cyclohepten-5-yl]-1-methylpiperidine). The yield is 7.8%. RXN SMILES: [CH2:1]([C:4]1([C:19]2[CH2:24][CH2:23][N:22]([CH3:25])[CH2:21][CH:20]=2)[C:10]2[CH:11]=[CH:12][CH:13]=[CH:14][C:9]=2[CH2:8][CH2:7][C:6]2[CH:15]=[CH:16][CH:17]=[CH:18][C:5]1=2)[CH:2]=[CH2:3].[H][H]>C(O)C.[Pd]>[CH2:1]([C:4]1([CH:19]2[CH2:24][CH2:23][N:22]([CH3:25])[CH2:21][CH2:20]2)[C:5]2[CH:18]=[CH:17][CH:16]=[CH:15][C:6]=2[CH2:7][CH2:8][C:9]2[CH:14]=[CH:13][CH:12]=[CH:11][C:10]1=2)[CH2:2][CH3:3]. Reported procedure: Dissolved 4-[10,11-dihydro-5-(2-propenyl)-5H-dibenzo[a,d]cyclohepten-5-yl]-1-methyl-1,2,5,6-tetrahydropyridine (0.33 g, 1.0 mmol) in 50 mL of absolute ethanol, and added 0.15 g of 10% palladium on carbon catalyst. Hydrogenated on a Paar shaker at 60 psi of hydrogen pressure for 24 hours. Filtered catalyst, and evaporated filtrate. Crystallized product from dichloromethane-ether to give 26 mg (8% yield) of 4-[10,11-dihydro-5-propyl-5H-dibenzo[a,d]cyclohepten-5-yl]-1-methylpiperidine as a tan soli...